This data is from the Open Reaction Database (ORD), a public repository of structured organic reaction records. The task is: describe an organic reaction: reactants, conditions, products, and yield Starting materials: CN(CC(=O)OCC)C(C#CC1=CC=CC=C1)=O (ethyl 2-(N-methyl-3-phenylprop-2-ynoylamino)acetate), Intermediate A, [OH-].[Na+] (NaOH). Run in CO (MeOH), O (water). Run at time 20 minute. The product is CN(CC(=O)O)C(C#CC1=CC=CC=C1)=O (2-(N-methyl-3-phenylprop-2-ynoylamino)acetic acid). Isolated yield 93.0%. RXN SMILES: [CH3:1][N:2]([C:9](=[O:18])[C:10]#[C:11][C:12]1[CH:17]=[CH:16][CH:15]=[CH:14][CH:13]=1)[CH2:3][C:4]([O:6]CC)=[O:5].[OH-].[Na+]>CO.O>[CH3:1][N:2]([C:9](=[O:18])[C:10]#[C:11][C:12]1[CH:17]=[CH:16][CH:15]=[CH:14][CH:13]=1)[CH2:3][C:4]([OH:6])=[O:5] |f:1.2|. Procedure: To a 0° C. solution of ethyl 2-(N-methyl-3-phenylprop-2-ynoylamino)acetate (prepared according to the procedure described for Intermediate A, 124.4 g, 0.507 mol) in MeOH (750 mL) was added a solution of NaOH (30.4 g, 0.760 mol, 1.5 equiv) in water (1000 mL). The resulting red reaction mixture was stirred for 20 min, then allowed to warm to room temperature and stirred for 2 h. The reaction was washed with CH2Cl2 (3×500 mL). The aqueous layer was cooled in an ice bath and acidified to pH 3 using ... Reactants: three, C1(=CC=CC=C1)S(=O)(=O)N(NC(C1=C(C=CC=C1Cl)Cl)=O)C (N-benzenesulfonyl-N-methyl-2,6-dichlorobenzoyl hydrazine), P(Cl)(Cl)(Cl)(Cl)Cl (phosphorus pentachloride). The solvent is ClCCCl (1,2-dichloroethane). Conditions: time 30 minute. The product is C1(=CC=CC=C1)S(=O)(=O)N(N=C(C1=C(C=CC=C1Cl)Cl)Cl)C (N-benzenesulfonyl-N-methyl-2,6-dichlorobenzhydrazonoyl chloride). Yield: 95.6%. As a reaction SMILES: [C:1]1([S:7]([N:10]([CH3:22])[NH:11][C:12](=O)[C:13]2[C:18]([Cl:19])=[CH:17][CH:16]=[CH:15][C:14]=2[Cl:20])(=[O:9])=[O:8])[CH:6]=[CH:5][CH:4]=[CH:3][CH:2]=1.P(Cl)(Cl)(Cl)(Cl)[Cl:24]>ClCCCl>[C:1]1([S:7]([N:10]([CH3:22])[N:11]=[C:12]([Cl:24])[C:13]2[C:18]([Cl:19])=[CH:17][CH:16]=[CH:15][C:14]=2[Cl:20])(=[O:9])=[O:8])[CH:6]=[CH:5][CH:4]=[CH:3][CH:2]=1. Reported procedure: Into a 1 L three necked round bottom flask equipped with a magnetic stirrer and condenser under an atmosphere of nitrogen was added N-benzenesulfonyl-N-methyl-2,6-dichlorobenzoyl hydrazine (35.9 g, 0.10 mol), 1,2-dichloroethane (500 mL), and phosphorus pentachloride (31.2 g, 0.15 mol). The temperature of the mixture was raised to the point of reflux and was allowed to stir for 30 min. The solvent was removed in vacuo and the residue dissolved in methylene chloride and carefully diluted with wate... Reactants: CCN(c1ccc(F)c(C(=O)O)c1F)S(=O)(=O)NC, CCN=C=NCCCN(C)C, COc1n[nH]c2ncc(N)cc12, CCOC(C)=O, ClCCl, CN(C)C=O, On1nnc2ccccc21. Yields the product CCN(c1ccc(F)c(C(=O)Nc2cnc3[nH]nc(OC)c3c2)c1F)S(=O)(=O)NC. As a reaction SMILES: [CH2:34]([CH3:35])[N:36]([S:37]([NH:38][CH3:39])(=[O:40])=[O:41])[c:42]1[c:43]([F:52])[c:44]([C:45](=[O:46])[OH:47])[c:48]([F:51])[cH:49][cH:50]1.[CH3:11][CH2:12][N:13]=[C:14]=[N:15][CH2:16][CH2:17][CH2:18][N:19]([CH3:20])[CH3:21].[CH3:22][O:23][c:24]1[n:25][nH:26][c:27]2[n:28][cH:29][c:30]([NH2:33])[cH:31][c:32]12.[CH3:58][CH2:59][O:60][C:61]([CH3:62])=[O:63].[Cl:64][CH2:65][Cl:66].[O:53]=[CH:54][N:55]([CH3:56])[CH3:57].[OH:1][n:2]1[c:3]2[c:4]([cH:5][cH:6][cH:7][cH:8]2)[n:9][n:10]1>>[CH3:22][O:23][c:24]1[n:25][nH:26][c:27]2[n:28][cH:29][c:30]([NH:33][C:45]([c:44]3[c:43]([F:52])[c:42]([N:36]([CH2:34][CH3:35])[S:37]([NH:38][CH3:39])(=[O:40])=[O:41])[cH:50][cH:49][c:48]3[F:51])=[O:46])[cH:31][c:32]12.